This data is from the Open Reaction Database (ORD), a public repository of structured organic reaction records. The task is: describe an organic reaction: reactants, conditions, products, and yield Reactants: IC1=C(C=O)C=CC=C1 (2-iodobenzaldehyde), C(CCC)[Li] (n-Butyl lithium), CN(C)CN1C=NC=C1 (1-(dimethylaminomethyl)imidazole), Cl (hydrochloric acid). Run in O1CCCC1 (tetrahydrofuran), O1CCCC1 (tetrahydrofuran). Run at time 8 hour. Yields the product N1C(=NC=C1)C(O)C1=C(C=CC=C1)I (1H-imidazol-2-yl(2-iodophenyl)methanol). Isolated yield 38.0%. RXN SMILES: C([Li])CCC.CN(C[N:10]1[CH:14]=[CH:13][N:12]=[CH:11]1)C.[I:15][C:16]1[CH:23]=[CH:22][CH:21]=[CH:20][C:17]=1[CH:18]=[O:19].Cl>O1CCCC1>[NH:10]1[CH:14]=[CH:13][N:12]=[C:11]1[CH:18]([C:17]1[CH:20]=[CH:21][CH:22]=[CH:23][C:16]=1[I:15])[OH:19]. Procedure: n-Butyl lithium solution (2.5M in hexanes, 0.84 mL, 2.10 mmol) was added to 1-(dimethylaminomethyl)imidazole (prepared by the method detailed in JOC 1988, 53, 5685-5689; 0.25 g, 2.0 mmol) in tetrahydrofuran (8 mL) at ≦−65° C. with stirring under nitrogen. After 1 hour at this temperature a solution of 2-iodobenzaldehyde (0.50 g, 2.09 mmol) in tetrahydrofuran (1 mL) was added and the mixture allowed to return to ambient temperature overnight. Dilute hydrochloric acid (2N, 10 mL) was then added an...